Dataset: the Open Reaction Database (ORD), a public repository of structured organic reaction records. Task: describe an organic reaction: reactants, conditions, products, and yield RXN SMILES: [CH3:1][O:2][c:3]1[cH:4][cH:5][c:6]([S:9][CH:10]2[CH2:11][C:12](=[O:18])[N:13]2[CH2:14][C:15](=[O:16])[OH:17])[cH:7][cH:8]1.[NH2:19][CH2:20][c:21]1[cH:22][cH:23][cH:24][cH:25][cH:26]1>>[CH3:1][O:2][c:3]1[cH:4][cH:5][c:6]([S:9][CH:10]2[CH2:11][C:12](=[O:18])[N:13]2[CH2:14][C:15](=[O:17])[NH:19][CH2:20][c:21]2[cH:22][cH:23][cH:24][cH:25][cH:26]2)[cH:7][cH:8]1. Starting materials: COc1ccc(SC2CC(=O)N2CC(=O)O)cc1, NCc1ccccc1. Yields the product COc1ccc(SC2CC(=O)N2CC(=O)NCc2ccccc2)cc1.